Dataset: the Open Reaction Database (ORD), a public repository of structured organic reaction records. Task: describe an organic reaction: reactants, conditions, products, and yield The reactants are CC1=NC2=C(N1CC1=CC3=C(\C(\C4=C(CC3)C=CC=C4)=C\C#N)C=C1)C=C(C=C2C)C2=CC=CC=C2 ((E)-[2-(2,4-Dimethyl-6-phenylbenzimidazol-1-yl)methyl-10,11-dihydro-5H-dibenzo[a,d]cyclohepten-5-ylidene]acetonitrile), C(C)O (ethanol), [OH-].[Na+] (sodium hydroxide), Cl (hydrochloric acid). Yields the product CC1=NC2=C(N1CC1=CC3=C(\C(\C4=C(CC3)C=CC=C4)=C\C(=O)O)C=C1)C=C(C=C2C)C2=CC=CC=C2 ((E)-[2-(2,4-Dimethyl-6-phenylbenzimidazol-1-yl)methyl-10,11-dihydro-5H-dibenzo[a,d]cyclohepten-5-ylidene]acetic acid). Yield: 41.0%. Reaction SMILES: [CH3:1][C:2]1[N:6]([CH2:7][C:8]2[CH:25]=[CH:24][C:11]3/[C:12](=C/C#N)/[C:13]4[CH:20]=[CH:19][CH:18]=[CH:17][C:14]=4[CH2:15][CH2:16][C:10]=3[CH:9]=2)[C:5]2[CH:26]=[C:27]([C:31]3[CH:36]=[CH:35][CH:34]=[CH:33][CH:32]=3)[CH:28]=[C:29]([CH3:30])[C:4]=2[N:3]=1.[OH-:37].[Na+].Cl.[CH2:40]([OH:42])[CH3:41]>>[CH3:1][C:2]1[N:6]([CH2:7][C:8]2[CH:25]=[CH:24][C:11]3/[C:12](=[CH:41]/[C:40]([OH:37])=[O:42])/[C:13]4[CH:20]=[CH:19][CH:18]=[CH:17][C:14]=4[CH2:15][CH2:16][C:10]=3[CH:9]=2)[C:5]2[CH:26]=[C:27]([C:31]3[CH:36]=[CH:35][CH:34]=[CH:33][CH:32]=3)[CH:28]=[C:29]([CH3:30])[C:4]=2[N:3]=1 |f:1.2|. Reported procedure: Compound 53 (80 mg, 0.17 mmol) obtained in Example 53 was suspended in ethanol (2 mL), 10 mol/L aqueous sodium hydroxide solution (3.1 mL) was added, and the mixture was stirred under reflux for 3 days. Under ice-cooling, the mixture was adjusted to pH 1 with 2 mol/L hydrochloric acid, and the mixture was extracted with ethyl acetate. The organic layer was washed with brine, dried over anhydrous magnesium sulfate, and concentrated under reduced pressure. The residue was purified by silica gel co...